From a dataset of the Open Reaction Database (ORD), a public repository of structured organic reaction records. describe an organic reaction: reactants, conditions, products, and yield Reactants: O=C1OC(=O)C2=C1CCCC2, CC(=O)O, C#CCN1C(=O)COc2ccc(N)cc21, O. Product: C#CCN1C(=O)COc2ccc(N3C(=O)C4=C(CCCC4)C3=O)cc21. RXN SMILES: [C:16]1(=[O:26])[C:17]2=[C:18]([C:19](=[O:20])[O:21]1)[CH2:22][CH2:23][CH2:24][CH2:25]2.[CH3:27][C:28](=[O:29])[OH:30].[NH2:1][c:2]1[cH:3][cH:4][c:5]2[c:6]([cH:15]1)[N:7]([CH2:12][C:13]#[CH:14])[C:8](=[O:11])[CH2:9][O:10]2.[OH2:31]>>[N:1]1([c:2]2[cH:3][cH:4][c:5]3[c:6]([cH:15]2)[N:7]([CH2:12][C:13]#[CH:14])[C:8](=[O:11])[CH2:9][O:10]3)[C:16](=[O:21])[C:17]2=[C:18]([C:19]1=[O:20])[CH2:22][CH2:23][CH2:24][CH2:25]2.